From a dataset of the Open Reaction Database (ORD), a public repository of structured organic reaction records. describe an organic reaction: reactants, conditions, products, and yield The reactants are C(CCCCCCCCCCCCC)(=O)O (tetradecanoic acid), Cl.C(C)N=C=NCCCN(C)C (1-ethyl-3-[3-(dimethylamino)propyl]-carbodiimidehydrochloride), CC(/C=C/[C@@H]1[C@H]([C@@H](OC(O1)(C)C)[C@H](C(=O)N[C@@H]1C(N(C[C@@H](CC1)O)CC=1C=NC=CC1)=O)OC)O)(C)C ((R)-2-[(4R,5R,6R)-6-((E)3,3-dimethyl-but-1-enyl)-5-hydroxy-2,2-dimethyl-[1,3]dioxan-4-yl]-N-((3S,6R)-6-hydroxy-2-oxo-1-pyridin-3-ylmethyl-azepan-3-yl)-2-methoxy-acetamide). Reagents/catalysts: CN(C1=CC=NC=C1)C (4-dimethylaminopyridine). Run in C(Cl)Cl (CH2Cl2). Conditions: time 16 hour. Yields the product CC(/C=C/[C@@H]1[C@H]([C@@H](OC(O1)(C)C)[C@H](C(=O)N[C@H]1CC[C@H](CN(C1=O)CC=1C=NC=CC1)OC(CCCCCCCCCCCCC)=O)OC)O)(C)C (tetradecanoic acid (3R,6S)-6-{(R)-2-[(4R,5R,6R)-6-((E)-3,3-dimethyl-but-1-enyl)-5-hydroxy-2,2-dimethyl-[1,3]dioxan-4-yl]-2-methoxy-acetylamino}-7-oxo-1-pyridin-3-ylmethyl-azepan-3-yl ester). Yield: 29.4%. RXN SMILES: [C:1]([OH:16])(=[O:15])[CH2:2][CH2:3][CH2:4][CH2:5][CH2:6][CH2:7][CH2:8][CH2:9][CH2:10][CH2:11][CH2:12][CH2:13][CH3:14].Cl.C(N=C=NCCCN(C)C)C.[CH3:29][C:30]([CH3:65])([CH3:64])/[CH:31]=[CH:32]/[C@H:33]1[O:38][C:37]([CH3:40])([CH3:39])[O:36][C@@H:35]([C@@H:41]([O:61][CH3:62])[C:42]([NH:44][C@H:45]2[CH2:51][CH2:50][C@@H:49](O)[CH2:48][N:47]([CH2:53][C:54]3[CH:55]=[N:56][CH:57]=[CH:58][CH:59]=3)[C:46]2=[O:60])=[O:43])[C@@H:34]1[OH:63]>CN(C)C1C=CN=CC=1.C(Cl)Cl>[CH3:29][C:30]([CH3:65])([CH3:64])/[CH:31]=[CH:32]/[C@H:33]1[O:38][C:37]([CH3:39])([CH3:40])[O:36][C@@H:35]([C@@H:41]([O:61][CH3:62])[C:42]([NH:44][C@@H:45]2[C:46](=[O:60])[N:47]([CH2:53][C:54]3[CH:55]=[N:56][CH:57]=[CH:58][CH:59]=3)[CH2:48][C@H:49]([O:15][C:1](=[O:16])[CH2:2][CH2:3][CH2:4][CH2:5][CH2:6][CH2:7][CH2:8][CH2:9][CH2:10][CH2:11][CH2:12][CH2:13][CH3:14])[CH2:50][CH2:51]2)=[O:43])[C@@H:34]1[OH:63] |f:1.2|. Reported procedure: To a stirred solution of tetradecanoic acid (0.39 g 1.7 mmol) and 4-dimethylaminopyridine (0.21 g, 1.7 mmol) in CH2Cl2(15 mL) is added 1-ethyl-3-[3-(dimethylamino)propyl]-carbodiimidehydrochloride (0.34 g, 1.7 mmol) at room temperature. After 30 min (R)-2-[(4R,5R,6R)-6-((E)3,3-dimethyl-but-1-enyl)-5-hydroxy-2,2-dimethyl-[1,3]dioxan-4-yl]-N-((3S,6R)-6-hydroxy-2-oxo-1-pyridin-3-ylmethyl-azepan-3-yl)-2-methoxy-acetamide (0.74 g, 1.4 mmol) is added and stirred for 16 h. The reaction is concentrated ...